describe an organic reaction: reactants, conditions, products, and yield From a dataset of the Open Reaction Database (ORD), a public repository of structured organic reaction records. Reactants: Brc1cc(ccn1)c2cc3C(=O)NCCc3[nH]2, CC1(C)OB(OC1(C)C)C2=CCCCC2. The reagents and catalysts are CCN=P(N=P(N(C)C)(N(C)C)N(C)C)(N(C)C)N(C)C (P2-Et), CC(C)c1cc(C(C)C)c(-c2ccccc2[PH](C(C)(C)C)(C(C)(C)C)[Pd]2(OS(C)(=O)=O)Nc3ccccc3-c3ccccc32)c(C(C)C)c1 (tBuXphos G3). Run in CS(C)=O (DMSO), O (water), CS(C)=O (DMSO), CS(C)=O (DMSO), CS(C)=O (DMSO). Reaction conditions: time 22 hour. Product: O=C1NCCc2[nH]c(cc12)c3ccnc(c3)C4=CCCCC4, Brc1cc(ccn1)c2cc3C(=O)NCCc3[nH]2, c1ccc(-c2ccccc2)cc1. The reactants are C1COCCN1, CC#N, CON(C)C(=O)CCCCl, [K+], [K+], O=C([O-])[O-]. As a reaction SMILES: [CH2:17]1[CH2:18][O:19][CH2:20][CH2:21][NH:22]1.[CH3:23][C:24]#[N:25].[Cl:1][CH2:2][CH2:3][CH2:4][C:5](=[O:6])[N:7]([O:8][CH3:9])[CH3:10].[K+:11].[K+:12].[O-:13][C:14]([O-:15])=[O:16]>>[CH2:2]([CH2:3][CH2:4][C:5](=[O:6])[N:7]([O:8][CH3:9])[CH3:10])[N:22]1[CH2:17][CH2:18][O:19][CH2:20][CH2:21]1. The product is CON(C)C(=O)CCCN1CCOCC1.